From a dataset of the Open Reaction Database (ORD), a public repository of structured organic reaction records. describe an organic reaction: reactants, conditions, products, and yield Starting materials: CC1=CC=2C(=NC(N2)=O)C=C1[N+](=O)[O-] (5-Methyl-6-nitrobenzimidazol-2-one). Reagents/catalysts: [Pd] (palladium on carbon). Solvent: C(C)O (ethanol). Reaction conditions: time 4 hour. The product is NC1=CC=2C(=NC(N2)=O)C=C1C (5-Amino-6-methylbenzimidazol-2-one). Reaction SMILES: [CH3:1][C:2]1[C:11]([N+:12]([O-])=O)=[CH:10][C:5]2=[N:6][C:7](=[O:9])[N:8]=[C:4]2[CH:3]=1>[Pd].C(O)C>[NH2:12][C:11]1[C:2]([CH3:1])=[CH:3][C:4]2=[N:8][C:7](=[O:9])[N:6]=[C:5]2[CH:10]=1. Procedure: A mixture of (22) (0.25 g, 1.30 mmol) and 10% palladium on carbon (0.05 g) in ethanol (15 ml) was hydrogenated at atmospheric pressure for 4 h. The catalyst was filtered off through Celite, and the solvent was removed in vacuo to give (23) as a white solid.